Task: describe an organic reaction: reactants, conditions, products, and yield. Dataset: the Open Reaction Database (ORD), a public repository of structured organic reaction records Starting materials: NC(=O)CBr, Cc1ccc2nnc(Cc3ccc4ncc(-c5cn[nH]c5)cc4c3)n2n1, CN(C)C=O, [H-], [Na+]. Product: Cc1ccc2nnc(Cc3ccc4ncc(-c5cnn(CC(N)=O)c5)cc4c3)n2n1. Reaction SMILES: [Br:29][CH2:30][C:31](=[O:32])[NH2:33].[CH3:1][c:2]1[cH:3][cH:4][c:5]2[n:6]([n:7]1)[c:8]([CH2:11][c:12]1[cH:13][c:14]3[cH:15][c:16](-[c:22]4[cH:23][n:24][nH:25][cH:26]4)[cH:17][n:18][c:19]3[cH:20][cH:21]1)[n:9][n:10]2.[CH3:34][N:35]([CH3:36])[CH:37]=[O:38].[H-:28].[Na+:27]>>[CH3:1][c:2]1[cH:3][cH:4][c:5]2[n:6]([n:7]1)[c:8]([CH2:11][c:12]1[cH:13][c:14]3[cH:15][c:16](-[c:22]4[cH:23][n:24][n:25]([CH2:30][C:31](=[O:32])[NH2:33])[cH:26]4)[cH:17][n:18][c:19]3[cH:20][cH:21]1)[n:9][n:10]2. Starting materials: Cl, CCCc1nc(C)c(OC(C)=O)c(C)c1CO. Yields the product CCCc1nc(C)c(O)c(C)c1CO. RXN SMILES: [ClH:18].[OH:1][CH2:2][c:3]1[c:4]([CH3:17])[c:5]([O:13][C:14](=[O:15])[CH3:16])[c:6]([CH3:12])[n:7][c:8]1[CH2:9][CH2:10][CH3:11]>>[OH:1][CH2:2][c:3]1[c:4]([CH3:17])[c:5]([OH:13])[c:6]([CH3:12])[n:7][c:8]1[CH2:9][CH2:10][CH3:11]. Starting materials: CCOC(=O)CSc1cnc(N)s1, O=C(O)c1cc(OCc2ccccc2Cl)cc(OCc2ccccc2Cl)c1. Yields the product CCOC(=O)CSc1cnc(NC(=O)c2cc(OCc3ccccc3Cl)cc(OCc3ccccc3Cl)c2)s1. RXN SMILES: [CH2:28]([CH3:29])[O:30][C:31]([CH2:32][S:33][c:34]1[cH:35][n:36][c:37]([NH2:39])[s:38]1)=[O:40].[Cl:1][c:2]1[c:3]([CH2:4][O:5][c:6]2[cH:7][c:8]([C:9](=[O:10])[OH:11])[cH:12][c:13]([O:15][CH2:16][c:17]3[c:18]([Cl:23])[cH:19][cH:20][cH:21][cH:22]3)[cH:14]2)[cH:24][cH:25][cH:26][cH:27]1>>[Cl:1][c:2]1[c:3]([CH2:4][O:5][c:6]2[cH:7][c:8]([C:9](=[O:10])[NH:39][c:37]3[n:36][cH:35][c:34]([S:33][CH2:32][C:31]([O:30][CH2:28][CH3:29])=[O:40])[s:38]3)[cH:12][c:13]([O:15][CH2:16][c:17]3[c:18]([Cl:23])[cH:19][cH:20][cH:21][cH:22]3)[cH:14]2)[cH:24][cH:25][cH:26][cH:27]1. Reactants: O1C(OCC1)C1=CC=CC(=N1)N1CC(C1)N(CCN1CCOCC1)C (1-(6-(1,3-dioxolan-2-yl)pyridin-2-yl)-N-methyl-N-(2-(morpholin-4-yl)ethyl)azetidine-3-amine), resultant mixture, C(C)#N (acetonitrile), O.C1(=CC=C(C=C1)S(=O)(=O)O)C (p-toluenesulfonic acid monohydrate). Run in O (water). Yields the product CN(C1CN(C1)C1=CC=CC(=N1)C=O)CCN1CCOCC1 (6-(3-(Methyl(2-(morpholin-4-yl)ethyl)amino)azetidin-1-yl)pyridine-2-carbaldehyde). The yield is 88.9%. RXN SMILES: [O:1]1CCO[CH:2]1[C:6]1[N:11]=[C:10]([N:12]2[CH2:15][CH:14]([N:16]([CH3:25])[CH2:17][CH2:18][N:19]3[CH2:24][CH2:23][O:22][CH2:21][CH2:20]3)[CH2:13]2)[CH:9]=[CH:8][CH:7]=1.C(#N)C.O.C1(C)C=CC(S(O)(=O)=O)=CC=1>O>[CH3:25][N:16]([CH2:17][CH2:18][N:19]1[CH2:24][CH2:23][O:22][CH2:21][CH2:20]1)[CH:14]1[CH2:13][N:12]([C:10]2[N:11]=[C:6]([CH:2]=[O:1])[CH:7]=[CH:8][CH:9]=2)[CH2:15]1 |f:2.3|. Procedure: To a mixed solution of 1-(6-(1,3-dioxolan-2-yl)pyridin-2-yl)-N-methyl-N-(2-(morpholin-4-yl)ethyl)azetidine-3-amine (157 mg, 0.451 mmol) described in Production Example 29-3, acetonitrile (5.00 mL) and water (0.500 mL) was added p-toluenesulfonic acid monohydrate (386 mg, 2.03 mmol). The resultant mixture was stirred at 100° C. for 5 hours. The mixture was cooled to room temperature, and then the solvent was evaporated under a reduced pressure. A saturated aqueous sodium hydrogen carbonate soluti... Starting materials: NCC=1C=NC=CC1 (3-(aminomethyl)pyridine), CC(C)(C)C=1C=C(C=C(C1)C(C)(C)C)S[C@H]1[C@@H](CCCC1)SCC(=O)N(CCC1=NC=CC=C1)C (trans-2-[[2-[[3,5-bis(1,1-dimethylethyl)phenyl]thio]cyclohexyl]thio]-N-methyl-N-(2-pyridinylethyl)acetamide). Product: CC(C)(C)C=1C=C(C=C(C1)C(C)(C)C)S[C@H]1[C@@H](CCCC1)SCC(=O)NCC=1C=NC=CC1 (trans-2-[[2-[[3,5-bis(1,1-dimethylethyl)phenyl]thio]cyclohexyl]thio]-N-(3-pyridinylmethyl)-acetamide). Reaction SMILES: [NH2:1][CH2:2][C:3]1[CH:4]=[N:5][CH:6]=[CH:7][CH:8]=1.[CH3:9][C:10]([C:13]1[CH:14]=[C:15]([S:23][C@@H:24]2[CH2:29][CH2:28][CH2:27][CH2:26][C@H:25]2[S:30][CH2:31][C:32](N(C)CCC2C=CC=CN=2)=[O:33])[CH:16]=[C:17]([C:19]([CH3:22])([CH3:21])[CH3:20])[CH:18]=1)([CH3:12])[CH3:11]>>[CH3:22][C:19]([C:17]1[CH:16]=[C:15]([S:23][C@@H:24]2[CH2:29][CH2:28][CH2:27][CH2:26][C@H:25]2[S:30][CH2:31][C:32]([NH:1][CH2:2][C:3]2[CH:4]=[N:5][CH:6]=[CH:7][CH:8]=2)=[O:33])[CH:14]=[C:13]([C:10]([CH3:9])([CH3:11])[CH3:12])[CH:18]=1)([CH3:20])[CH3:21]. Procedure details: Substituting 3-(aminomethyl)pyridine for the 2-(2-methylaminoethyl)pyridine of Example 16, and following the procedure described therein, gives trans-2-[[2-[[3,5-bis(1,1-dimethylethyl)phenyl]thio]cyclohexyl]thio]-N-(3-pyridinylmethyl)-acetamide.